From a dataset of the Open Reaction Database (ORD), a public repository of structured organic reaction records. describe an organic reaction: reactants, conditions, products, and yield Reactants: O=C([O-])[O-], CN(C)C1CCN(c2ccc(-c3noc(CO)n3)cc2)C1, Fc1ccc(CBr)cc1, [K+], [K+], CN(C)C=O. Yields the product CN(C)C1CCN(c2ccc(-c3noc(COCc4ccc(F)cc4)n3)cc2)C1. Reaction SMILES: [C:10](=[O:11])([O-:12])[O-:13].[CH3:16][N:17]([CH:18]1[CH2:19][N:20]([c:23]2[cH:24][cH:25][c:26](-[c:29]3[n:30][o:31][c:32]([CH2:34][OH:35])[n:33]3)[cH:27][cH:28]2)[CH2:21][CH2:22]1)[CH3:36].[F:1][c:2]1[cH:3][cH:4][c:5]([CH2:6][Br:7])[cH:8][cH:9]1.[K+:14].[K+:15].[O:37]=[CH:38][N:39]([CH3:40])[CH3:41]>>[F:1][c:2]1[cH:3][cH:4][c:5]([CH2:6][O:35][CH2:34][c:32]2[o:31][n:30][c:29](-[c:26]3[cH:25][cH:24][c:23]([N:20]4[CH2:19][CH:18]([N:17]([CH3:16])[CH3:36])[CH2:22][CH2:21]4)[cH:28][cH:27]3)[n:33]2)[cH:8][cH:9]1. Starting materials: Cl (hydrochloric acid), COC1=CC=C(C=C1)C1=NN(C=C1CCC(=O)OCC)CC1=CC=C(C=C1)OCC=1N=C(OC1C)C1=CC=CC=C1 (ethyl 3-[3-(4-methoxyphenyl)-1-[4-(5-methyl-2-phenyl-4-oxazolylmethoxy)benzyl]-1H-pyrazol-4-yl]propionate), [OH-].[Na+] (sodium hydroxide), C(C)O (ethanol). Run in O1CCCC1 (tetrahydrofuran). Reaction conditions: time 1 hour. Yields the product COC1=CC=C(C=C1)C1=NN(C=C1CCC(=O)O)CC1=CC=C(C=C1)OCC=1N=C(OC1C)C1=CC=CC=C1 (3-[3-(4-methoxyphenyl)-1-[4-(5-methyl-2-phenyl-4-oxazolylmethoxy)benzyl]-1H-pyrazol-4-yl]propionic acid). Isolated yield 81.9%. As a reaction SMILES: [CH3:1][O:2][C:3]1[CH:8]=[CH:7][C:6]([C:9]2[C:13]([CH2:14][CH2:15][C:16]([O:18]CC)=[O:17])=[CH:12][N:11]([CH2:21][C:22]3[CH:27]=[CH:26][C:25]([O:28][CH2:29][C:30]4[N:31]=[C:32]([C:36]5[CH:41]=[CH:40][CH:39]=[CH:38][CH:37]=5)[O:33][C:34]=4[CH3:35])=[CH:24][CH:23]=3)[N:10]=2)=[CH:5][CH:4]=1.[OH-].[Na+].C(O)C.Cl>O1CCCC1>[CH3:1][O:2][C:3]1[CH:8]=[CH:7][C:6]([C:9]2[C:13]([CH2:14][CH2:15][C:16]([OH:18])=[O:17])=[CH:12][N:11]([CH2:21][C:22]3[CH:27]=[CH:26][C:25]([O:28][CH2:29][C:30]4[N:31]=[C:32]([C:36]5[CH:41]=[CH:40][CH:39]=[CH:38][CH:37]=5)[O:33][C:34]=4[CH3:35])=[CH:24][CH:23]=3)[N:10]=2)=[CH:5][CH:4]=1 |f:1.2|. Procedure: A mixture of ethyl 3-[3-(4-methoxyphenyl)-1-[4-(5-methyl-2-phenyl-4-oxazolylmethoxy)benzyl]-1H-pyrazol-4-yl]propionate (450 mg), 1N aqueous sodium hydroxide solution (2 ml), ethanol (3 ml), and tetrahydrofuran (3 ml) was stirred at room temperature for 1 hour. The reaction mixture was acidified with 1N hydrochloric acid, which was extracted with ethyl acetate. The ethyl acetate layer was washed with saturated aqueous sodium chloride solution, dried (MgSO4), then concentrated. The colorless cryst...